From a dataset of the Open Reaction Database (ORD), a public repository of structured organic reaction records. describe an organic reaction: reactants, conditions, products, and yield The reactants are CCCS(=O)(=O)c1ccc(F)c(Br)c1, CC(C)(C)C(Oc1ccc(Cl)cc1C#C[Si](C)(C)C)C(=O)[O-]. The product is CCCS(=O)(=O)c1ccc(F)c(C#C[Si](C)(C)C)c1. RXN SMILES: [Br:23][c:24]1[c:25]([F:36])[cH:26][cH:27][c:28]([S:30](=[O:31])(=[O:32])[CH2:33][CH2:34][CH3:35])[cH:29]1.[C:1]([CH:2]([O:3][c:4]1[cH:5][cH:6][c:7]([Cl:8])[cH:9][c:10]1[C:17]#[C:18][Si:19]([CH3:20])([CH3:21])[CH3:22])[C:11]([O-:12])=[O:13])([CH3:14])([CH3:15])[CH3:16]>>[C:17](#[C:18][Si:19]([CH3:20])([CH3:21])[CH3:22])[c:24]1[c:25]([F:36])[cH:26][cH:27][c:28]([S:30](=[O:31])(=[O:32])[CH2:33][CH2:34][CH3:35])[cH:29]1.